This data is from the Open Reaction Database (ORD), a public repository of structured organic reaction records. The task is: describe an organic reaction: reactants, conditions, products, and yield Reactants: BrC1=CC=C(C=C1)OCCBr (1-Bromo-4-(2-bromoethoxy)benzene), CC(C)(C)[O-].[K+] (t-BuOK). Run in O (water), C1CCOC1 (THF). Reaction conditions: time 16 hour. The product is BrC1=CC=C(C=C1)OC=C (1-Bromo-4-vinyloxybenzene). Isolated yield 57.8%. Reaction SMILES: [Br:1][C:2]1[CH:7]=[CH:6][C:5]([O:8][CH2:9][CH2:10]Br)=[CH:4][CH:3]=1.CC([O-])(C)C.[K+]>C1COCC1.O>[Br:1][C:2]1[CH:7]=[CH:6][C:5]([O:8][CH:9]=[CH2:10])=[CH:4][CH:3]=1 |f:1.2|. Procedure details: To a solution of 1-bromo-4-(2-bromoethoxy)benzene (19.9 g, 100 mmol; see step (a) above) in THF (120 mL) was portion-wise added t-BuOK (14.0 g, 125 mmol) over 10 min at 0° C. After stirring at room temperature for 16 h, the mixture was diluted with water (400 mL) and the product was extracted with light petrol (4×100 mL). The combined organic extracts were washed with brine, dried (Na2SO4), concentrated and distilled under vacuum to yield the sub-title compound (11.5 g, 58%). Reactants: C1COCCN1, ClCCl, CC(=O)C1CCC2C3CCC4CC(O)C(OCCCCOC(=O)CI)CC4(C)C3C(=O)CC12C. Yields the product CC(=O)C1CCC2C3CCC4CC(O)C(OCCCCOC(=O)CN5CCOCC5)CC4(C)C3C(=O)CC12C. RXN SMILES: [CH2:35]1[CH2:36][O:37][CH2:38][CH2:39][NH:40]1.[CH2:41]([Cl:42])[Cl:43].[OH:1][CH:2]1[CH2:3][CH:4]2[CH2:5][CH2:6][CH:7]3[CH:8]4[CH2:9][CH2:10][CH:11]([C:12]([CH3:13])=[O:14])[C:15]4([CH3:34])[CH2:16][C:17](=[O:33])[CH:18]3[C:19]2([CH3:32])[CH2:20][CH:21]1[O:22][CH2:23][CH2:24][CH2:25][CH2:26][O:27][C:28]([CH2:29][I:30])=[O:31]>>[OH:1][CH:2]1[CH2:3][CH:4]2[CH2:5][CH2:6][CH:7]3[CH:8]4[CH2:9][CH2:10][CH:11]([C:12]([CH3:13])=[O:14])[C:15]4([CH3:34])[CH2:16][C:17](=[O:33])[CH:18]3[C:19]2([CH3:32])[CH2:20][CH:21]1[O:22][CH2:23][CH2:24][CH2:25][CH2:26][O:27][C:28]([CH2:29][N:40]1[CH2:35][CH2:36][O:37][CH2:38][CH2:39]1)=[O:31]. The reactants are CC(=O)O[BH-](OC(C)=O)OC(C)=O, CS(=O)(=O)N1CCNCC1, CC(C)O[Ti](OC(C)C)(OC(C)C)OC(C)C, ClCCl, COc1ccc(Nc2ncc(C(C)=O)nc2-c2cc(N)nc(C)n2)cn1, N, [Na+], C1CCOC1. Yields the product COc1ccc(Nc2ncc(C(C)N3CCN(S(C)(=O)=O)CC3)nc2-c2cc(N)nc(C)n2)cn1. RXN SMILES: [C:37]([O:38][BH-:39]([O:40][C:41](=[O:42])[CH3:43])[O:44][C:45](=[O:46])[CH3:47])(=[O:48])[CH3:49].[CH3:1][S:2](=[O:3])(=[O:4])[N:5]1[CH2:6][CH2:7][NH:8][CH2:9][CH2:10]1.[CH:57]([O:58][Ti:59]([O:60][CH:61]([CH3:62])[CH3:63])([O:64][CH:65]([CH3:66])[CH3:67])[O:68][CH:69]([CH3:70])[CH3:71])([CH3:72])[CH3:73].[Cl:74][CH2:75][Cl:76].[NH2:11][c:12]1[cH:13][c:14](-[c:19]2[c:20]([NH:28][c:29]3[cH:30][n:31][c:32]([O:35][CH3:36])[cH:33][cH:34]3)[n:21][cH:22][c:23]([C:25]([CH3:26])=[O:27])[n:24]2)[n:15][c:16]([CH3:18])[n:17]1.[NH3:51].[Na+:50].[O:52]1[CH2:53][CH2:54][CH2:55][CH2:56]1>>[CH3:1][S:2](=[O:3])(=[O:4])[N:5]1[CH2:6][CH2:7][N:8]([CH:25]([c:23]2[cH:22][n:21][c:20]([NH:28][c:29]3[cH:30][n:31][c:32]([O:35][CH3:36])[cH:33][cH:34]3)[c:19](-[c:14]3[cH:13][c:12]([NH2:11])[n:17][c:16]([CH3:18])[n:15]3)[n:24]2)[CH3:26])[CH2:9][CH2:10]1. Reactants: [N+](=O)([O-])C1=C(C(=CC=C1)C1=CC=CC=C1)O (2-nitro-6-phenylphenol). Reagents/catalysts: [Pd] (Pd/C). The solvent is CO (methanol). Yields the product NC1=C(C(=CC=C1)C1=CC=CC=C1)O (2-amino-6-phenylphenol). The yield is 90.0%. As a reaction SMILES: [N+:1]([C:4]1[CH:9]=[CH:8][CH:7]=[C:6]([C:10]2[CH:15]=[CH:14][CH:13]=[CH:12][CH:11]=2)[C:5]=1[OH:16])([O-])=O>CO.[Pd]>[NH2:1][C:4]1[CH:9]=[CH:8][CH:7]=[C:6]([C:10]2[CH:15]=[CH:14][CH:13]=[CH:12][CH:11]=2)[C:5]=1[OH:16]. Procedure: To a solution of 2-nitro-6-phenylphenol(900 mg, 4.2 mmol) in methanol(50 ml) was added 10% Pd/C (100 mg). The mixture was flushed with argon, then hydrogen was bubbled through the solution for 10 min. and a hydrogen atmosphere was maintained at balloon pressure overnight. The mixture was filtered through celite and the celite was washed with methanol. The solvent was evaporated and chromatography of the resulting solid on silica gel (5% MeOH/CH2Cl2) gave the desired product(700 mg, 90%). 1H NMR ... Starting materials: CC(C)(C)OC(=O)CBr, CN1CCCNC1=O, [H-], [Na+], CN(C)C=O. Product: CN1CCCN(CC(=O)OC(C)(C)C)C1=O. RXN SMILES: [Br:11][CH2:12][C:13](=[O:14])[O:15][C:16]([CH3:17])([CH3:18])[CH3:19].[CH3:1][N:2]1[C:3](=[O:8])[NH:4][CH2:5][CH2:6][CH2:7]1.[H-:9].[Na+:10].[O:20]=[CH:21][N:22]([CH3:23])[CH3:24]>>[CH3:1][N:2]1[C:3](=[O:8])[N:4]([CH2:12][C:13](=[O:14])[O:15][C:16]([CH3:17])([CH3:18])[CH3:19])[CH2:5][CH2:6][CH2:7]1.